From a dataset of the Open Reaction Database (ORD), a public repository of structured organic reaction records. describe an organic reaction: reactants, conditions, products, and yield Reactants: CS(=O)(=O)C1=CC=C(C=CCCl)C=C1 (4-methylsulphonyl-cinnamyl chloride), NC=1SC=2CCNCCC2N1 (2-amino-4,5,7,8-tetrahydro-6H-thiazolo[5,4-d]azepine), CCOCC (ether). Solvent: C(Cl)(Cl)Cl (chloroform). The product is NC=1SC=2CCN(CCC2N1)CC=CC1=CC=C(C=C1)S(=O)(=O)C (2-Amino-6-(3-(4-methylsulphonyl-phenyl)allyl)-4,5,7,8-tetrahydro-6H-thiazolo[5,4-d]azepine). The yield is 21.0%. As a reaction SMILES: [CH3:1][S:2]([C:5]1[CH:14]=[CH:13][C:8]([CH:9]=[CH:10][CH2:11]Cl)=[CH:7][CH:6]=1)(=[O:4])=[O:3].[NH2:15][C:16]1[S:17][C:18]2[CH2:19][CH2:20][NH:21][CH2:22][CH2:23][C:24]=2[N:25]=1.CCOCC>C(Cl)(Cl)Cl>[NH2:15][C:16]1[S:17][C:18]2[CH2:19][CH2:20][N:21]([CH2:11][CH:10]=[CH:9][C:8]3[CH:13]=[CH:14][C:5]([S:2]([CH3:1])(=[O:4])=[O:3])=[CH:6][CH:7]=3)[CH2:22][CH2:23][C:24]=2[N:25]=1. Reported procedure: Prepared from 4-methylsulphonyl-cinnamyl chloride and 2 equivalents of 2-amino-4,5,7,8-tetrahydro-6H-thiazolo[5,4-d]azepine in chloroform. Yield: 21% of theory, Melting point: 157°-161° C. (ether). The reactants are C(=O)(OC(C)(C)C)N1CCC(CC1)=O (N-Boc-piperidin-4-one), N1CCCC1 (pyrrolidine), CC(=O)C1=C(C=CC(=C1)Br)O (5-bromo-2-hydroxyacetophenone). Run in CO (MeOH). Run at time 8 hour. Product: BrC=1C=C2C(CC3(CCN(CC3)C(=O)OC(C)(C)C)OC2=CC1)=O (6-bromo-1′-(tert-butoxycarbonyl)spiro[chroman-2,4′-piperidin]-4-one). RXN SMILES: [C:1]([N:8]1[CH2:13][CH2:12][C:11](=[O:14])[CH2:10][CH2:9]1)([O:3][C:4]([CH3:7])([CH3:6])[CH3:5])=[O:2].N1CCCC1.[CH3:20][C:21]([C:23]1[CH:28]=[C:27]([Br:29])[CH:26]=[CH:25][C:24]=1O)=[O:22]>CO>[Br:29][C:27]1[CH:28]=[C:23]2[C:24](=[CH:25][CH:26]=1)[O:14][C:11]1([CH2:12][CH2:13][N:8]([C:1]([O:3][C:4]([CH3:7])([CH3:6])[CH3:5])=[O:2])[CH2:9][CH2:10]1)[CH2:20][C:21]2=[O:22]. Procedure details: 60 mL of MeOH, 7.97 g of N-Boc-piperidin-4-one, and 3.34 mL of pyrrolidine were added to 8.60 g of 5-bromo-2-hydroxyacetophenone put in a 200-mL flask equipped with a condenser, and the mixture was overnight heated under reflux. The reaction mixture was cooled to room temperature, and concentrated. The residue was purified through silica gel column chromatography (eluted with n-hexane/EtOAc=6/1) to obtain the intended compound as a pale yellow solid. Starting materials: CC(=O)Cl, Cc1ccccc1, Cc1ccc(Cl)c(N)c1F. The product is CC(=O)Nc1c(Cl)ccc(C)c1F. RXN SMILES: [C:1]([CH3:2])(=[O:3])[Cl:4].[CH3:15][c:16]1[cH:17][cH:18][cH:19][cH:20][cH:21]1.[Cl:5][c:6]1[cH:7][cH:8][c:9]([CH3:14])[c:10]([F:13])[c:11]1[NH2:12]>>[C:1]([CH3:2])(=[O:3])[NH:12][c:11]1[c:6]([Cl:5])[cH:7][cH:8][c:9]([CH3:14])[c:10]1[F:13]. Yields the product CC(C)(C)OC(=O)NCc1ccc(C(=O)Nc2ccc(Cl)c(-c3ccccn3)c2)cc1. RXN SMILES: [C:15]([CH3:16])([CH3:17])([CH3:18])[O:19][C:20](=[O:21])[NH:22][CH2:23][c:24]1[cH:25][cH:26][c:27]([C:28](=[O:29])[OH:30])[cH:31][cH:32]1.[Cl:1][c:2]1[c:3](-[c:9]2[n:10][cH:11][cH:12][cH:13][cH:14]2)[cH:4][c:5]([NH2:6])[cH:7][cH:8]1>>[Cl:1][c:2]1[c:3](-[c:9]2[n:10][cH:11][cH:12][cH:13][cH:14]2)[cH:4][c:5]([NH:6][C:28]([c:27]2[cH:26][cH:25][c:24]([CH2:23][NH:22][C:20]([O:19][C:15]([CH3:16])([CH3:17])[CH3:18])=[O:21])[cH:32][cH:31]2)=[O:29])[cH:7][cH:8]1. Starting materials: CC(C)(C)OC(=O)NCc1ccc(C(=O)O)cc1, Nc1ccc(Cl)c(-c2ccccn2)c1. The reactants are C(C)(=O)C1=CC=CC=C1 (acetophenone), C(C1=CC=CC=C1)(C1=CC=CC=C1)O (Benzhydrol), C(C1=CC=CC=C1)(=O)OC (Methyl benzoate), S(O)(O)(=O)=O (sulfuric acid), [OH-].[K+] (potassium hydroxide), C1(=CC=CC=C1)C(C)C (cumene), ketone. Yields the product C(C1=CC=CC=C1)(=O)CC(C1=CC=CC=C1)=O (Dibenzoylmethane). The yield is 95.0%. As a reaction SMILES: [CH:1]([OH:14])([C:8]1C=CC=CC=1)[C:2]1[CH:7]=[CH:6][CH:5]=[CH:4][CH:3]=1.[OH-].[K+].C1(C(C)C)C=CC=CC=1.[C:26]([O:34]C)(=O)[C:27]1[CH:32]=[CH:31][CH:30]=[CH:29][CH:28]=1.C(C1C=CC=CC=1)(=O)C.S(=O)(=O)(O)O>>[C:1]([CH2:8][C:26](=[O:34])[C:27]1[CH:28]=[CH:29][CH:30]=[CH:31][CH:32]=1)(=[O:14])[C:2]1[CH:7]=[CH:6][CH:5]=[CH:4][CH:3]=1 |f:1.2|. Procedure: Benzhydrol (189.77 g; 1.03 mol), potassium hydroxide (84.3%; 66.56 g; 1.0 mol) and cumene (375 mL) were placed into a four-necked, round bottom, one liter flask equipped with a stirrer, a thermometer, and an Oldershaw column with a Dean-Stark trap and a condenser. The mixture was heated to boiling with stirring under a blanket of nitrogen and the water was azeotroped out (temperature of reflux 148-150° C). When no more water was collected (27 mL, yield=95%, about 2 hours) the mixture was cooled ... The reactants are NC1=NC=C(C=C1)OC (2-Amino-5-methoxypyridine), BrC(C=O)CC(C)([N+](=O)[O-])C (2-bromo-4-methyl-4-nitropentanal). Solvent: ClCCl (dichloromethane), Amine. Product: CC(CC1=CN=C2N1C=C(C=C2)OC)(C)[N+](=O)[O-] (3-(2-methyl-2-nitropropyl)-6-methoxyimidazo[1,2-a]pyridine). The yield is 42.1%. RXN SMILES: [NH2:1][C:2]1[CH:7]=[CH:6][C:5]([O:8][CH3:9])=[CH:4][N:3]=1.Br[CH:11]([CH2:14][C:15]([CH3:20])([N+:17]([O-:19])=[O:18])[CH3:16])[CH:12]=O>ClCCl>[CH3:16][C:15]([N+:17]([O-:19])=[O:18])([CH3:20])[CH2:14][C:11]1[N:3]2[CH:4]=[C:5]([O:8][CH3:9])[CH:6]=[CH:7][C:2]2=[N:1][CH:12]=1. Reported procedure: 2-Amino-5-methoxypyridine (J. Med. Chem., 24:39, 1981; 2.02 g, 16.3 mmol) and 2-bromo-4-methyl-4-nitropentanal (16.3 mmol) are reacted as described in Amine 7 and the product is isolated in two crops from the concentrated mixture by heating twice with dichloromethane (30 ml and 10 ml) and filtration without further chromatographic purification to give 1.71 g of 3-(2-methyl-2-nitropropyl)-6-methoxyimidazo[1,2-a]pyridine (42%). Procedure: 321 mg of 2-bromo-5-(3-chlorophenyl)indan-1-one are dissolved with 83 mg of thioacetamide in 10 ml of dry acetone and stirred at 0° C. for 5 h. The precipitate consisting of 6-(3-chlorophenyl)-2-methyl-8,8a-dihydroindeno[1,2-d]thiazol-3a-ol hydrobromide is filtered off with suction, washed with acetone, dried in vacuo and then dissolved in 20 ml of dry methanol. The solution is left to stand at room temperature for 2 weeks. It is made basic with triethylamine, concentrated and purified on silica... Starting materials: BrC1C(C2=CC=C(C=C2C1)C1=CC(=CC=C1)Cl)=O (2-bromo-5-(3-chlorophenyl)indan-1-one), C(C)(=S)N (thioacetamide), Br.ClC=1C=C(C=CC1)C1=CC=2CC3C(N=C(S3)C)(C2C=C1)O (6-(3-chlorophenyl)-2-methyl-8,8a-dihydroindeno[1,2-d]thiazol-3a-ol hydrobromide). Run at temperature 0 celsius, time 5 hour. Reaction SMILES: Br[CH:2]1CC2C(=CC=C(C3C=CC=C(Cl)C=3)C=2)C1=O.C(N)(=S)C.Br.[Cl:24][C:25]1[CH:26]=[C:27]([C:31]2[CH:43]=[CH:42][C:41]3[C:36]4([OH:44])[N:37]=[C:38]([CH3:40])[S:39][CH:35]4[CH2:34][C:33]=3[CH:32]=2)[CH:28]=[CH:29][CH:30]=1>CC(C)=O>[Cl:24][C:25]1[CH:26]=[C:27]([C:31]2[CH:43]=[CH:42][C:41]3[C:36]4[N:37]=[C:38]([CH3:40])[S:39][C:35]=4[CH2:34][C:33]=3[CH:32]=2)[CH:28]=[CH:29][CH:30]=1.[Cl:24][C:25]1[CH:26]=[C:27]([C:31]2[CH:43]=[CH:42][C:41]3[C:36]4([O:44][CH3:2])[N:37]=[C:38]([CH3:40])[S:39][CH:35]4[CH2:34][C:33]=3[CH:32]=2)[CH:28]=[CH:29][CH:30]=1 |f:2.3|. Solvent: CC(=O)C (acetone). The product is ClC=1C=C(C=CC1)C1=CC=2CC3=C(N=C(S3)C)C2C=C1 (6-(3-Chlorophenyl)-2-methyl-8H-indeno[1,2-d]thiazole), ClC=1C=C(C=CC1)C1=CC=2CC3C(N=C(S3)C)(C2C=C1)OC (6-(3-chlorophenyl)-3a-methoxy-2-methyl-8,8a-dihydro-3aH-indeno[1,2-d]thiazole).